This data is from the Open Reaction Database (ORD), a public repository of structured organic reaction records. The task is: describe an organic reaction: reactants, conditions, products, and yield Reactants: FC1=CC=C(C=C1)N1N=CC(=C1)[N+](=O)[O-] (1-(4-fluorophenyl)-4-nitropyrazole). The reagents and catalysts are [Pd] (Pd/C). Solvent: CCO (EtOH). Conditions: time 40 minute. Yields the product FC1=CC=C(C=C1)N1N=CC(=C1)N (1-(4-fluorophenyl)pyrazol-4-amine). The yield is 96.2%. RXN SMILES: [F:1][C:2]1[CH:7]=[CH:6][C:5]([N:8]2[CH:12]=[C:11]([N+:13]([O-])=O)[CH:10]=[N:9]2)=[CH:4][CH:3]=1>CCO.[Pd]>[F:1][C:2]1[CH:3]=[CH:4][C:5]([N:8]2[CH:12]=[C:11]([NH2:13])[CH:10]=[N:9]2)=[CH:6][CH:7]=1. Procedure: A mixture of 1-(4-fluorophenyl)-4-nitropyrazole (0.820 g, 3.96 mmol) and 10% Pd/C (0.133 g, 50% wet by wt) in EtOH (50 mL) was fitted onto a Parr apparatus and agitated under H2 at 40 psi for 40 min. The reaction mixture was then filtered through filter paper. The filtrate was collected and concentrated in vacuo to give 1-(4-fluorophenyl)pyrazol-4-amine as an oil (0.675 g, 96%). Reactants: NC=1SC=C(N1)CC(=O)NC1=C(C=C(C[C@H]2N([C@H](CC2)[C@@H](C2=CC=CC=C2)O)C(=O)OC(C)(C)C)C=C1)Br (Tert-butyl (2S,5R)-2-(4-{[(2-amino-1,3-thiazol-4-yl)acetyl]amino}-3-bromobenzyl)-5-[(R)-hydroxy(phenyl)methyl]pyrrolidine-1-carboxylate), C(=O)(C(F)(F)F)O (TFA), C1(=CC=CC=C1)C (toluene). Solvent: C(C)#N.O.CO (acetonitrile water MeOH), C(Cl)Cl (DCM). Conditions: time 2 hour. Product: NC=1SC=C(N1)CC(=O)NC1=C(C=C(C=C1)C[C@H]1N[C@H](CC1)[C@@H](C1=CC=CC=C1)O)Br (2-(2-Amino-1,3-thiazol-4-yl)-N-[2-bromo-4-({(2S,5R)-5-[(R)-hydroxy(phenyl)methyl]pyrrolidin-2-yl}methyl)phenyl]acetamide). The yield is 87.7%. Reaction SMILES: [NH2:1][C:2]1[S:3][CH:4]=[C:5]([CH2:7][C:8]([NH:10][C:11]2[CH:37]=[CH:36][C:14]([CH2:15][C@@H:16]3[CH2:20][CH2:19][C@H:18]([C@H:21]([OH:28])[C:22]4[CH:27]=[CH:26][CH:25]=[CH:24][CH:23]=4)[N:17]3C(OC(C)(C)C)=O)=[CH:13][C:12]=2[Br:38])=[O:9])[N:6]=1.C(O)(C(F)(F)F)=O.C1(C)C=CC=CC=1>C(Cl)Cl.C(#N)C.O.CO>[NH2:1][C:2]1[S:3][CH:4]=[C:5]([CH2:7][C:8]([NH:10][C:11]2[CH:37]=[CH:36][C:14]([CH2:15][C@@H:16]3[CH2:20][CH2:19][C@H:18]([C@H:21]([OH:28])[C:22]4[CH:23]=[CH:24][CH:25]=[CH:26][CH:27]=4)[NH:17]3)=[CH:13][C:12]=2[Br:38])=[O:9])[N:6]=1 |f:4.5.6|. Reported procedure: To a solution of 105 mg (0.175 mmol) of tert-butyl (2S,5R)-2-(4-{[(2-amino-1,3-thiazol-4-yl)acetyl]amino}-3-bromobenzyl)-5-[(R)-hydroxy(phenyl)methyl]pyrrolidine-1-carboxylate (from Step A) in 2.0 mL DCM was added 1.0 mL TFA and the reaction mixture stirred at room temperature for 2 h. Azeotrop with toluene (2×) to excess acid. The residue was then taken up in acetonitrile/water/MeOH (9:1:1) and purified on the Gilson HPLC eluting with a 10-90% gradient of acetonitrile/water with 0.05% TFA buffe... Reactants: C1(=CC=CC=C1)C1=C(C=CC=C1)O (o-phenylphenol), BrCC(=O)OCC (ethyl bromoacetate), C1CCC2=NCCCN2CC1 (1,8-diazabicyclo[5.4.0]-7-undecene), resultant mixture. Run in C(C)#N (acetonitrile). Product: C1(=CC=CC=C1)C1=C(OCC(=O)OCC)C=CC=C1 (ethyl o-phenylphenoxyacetate). RXN SMILES: [C:1]1([C:7]2[CH:12]=[CH:11][CH:10]=[CH:9][C:8]=2[OH:13])[CH:6]=[CH:5][CH:4]=[CH:3][CH:2]=1.Br[CH2:15][C:16]([O:18][CH2:19][CH3:20])=[O:17].C1CCN2C(=NCCC2)CC1>C(#N)C>[C:1]1([C:7]2[CH:12]=[CH:11][CH:10]=[CH:9][C:8]=2[O:13][CH2:15][C:16]([O:18][CH2:19][CH3:20])=[O:17])[CH:2]=[CH:3][CH:4]=[CH:5][CH:6]=1. Reported procedure: In 10 ml of acetonitrile, 1.0 g of o-phenylphenol and 1.29 ml of ethyl bromoacetate were added in the presence of 1.76 ml of 1,8-diazabicyclo[5.4.0]-7-undecene (DBU) and the resultant mixture was refluxed for 8 hr. The reaction mixture was treated similarly to that in Example 28 (Process 2) to give 1.46 g of ethyl o-phenylphenoxyacetate. The ester was dissolved in 30 ml of ethanol, mixed with 10.8 ml of 1N-NaOH aqueous solution and stirred for 12 hr. The reaction mixture was evaporated under red...